Dataset: the Open Reaction Database (ORD), a public repository of structured organic reaction records. Task: describe an organic reaction: reactants, conditions, products, and yield The reagents and catalysts are C1=CC=C(C=C1)P([C-]2C=CC=C2)C3=CC=CC=C3.C1=CC=C(C=C1)P([C-]2C=CC=C2)C3=CC=CC=C3.Cl[Pd]Cl.[Fe+2] (Pd(dppf)Cl2). Procedure: (R)-2-(2-bromo-1H-imidazol-1-yl)-8-cyclopentyl-7-ethyl-5-methyl-7,8-dihydropteridin-6(5H)-one (Example 65, 130 mg, 1 eq) in dioxane/water/MeOH (2 mL/0.5 mL/0.05 mL) was combined with Pd(dppf)Cl2 (39.6 mg, 0.2 eq), Na2CO3 (100 mg, 3 eq), and 2-(3,6-dihydro-2H-pyran-4-yl)-4,4,5,5-tetramethyl-1,3,2-dioxaborolane (116 mg, 2 eq). The reaction mixture was stirred at 110° C. overnight. This was diluted with EtOAc and a saturated NaHCO3 solution. The layers were separated and the aqueous layer was extra... The reactants are BrC=1N(C=CN1)C1=NC=2N([C@@H](C(N(C2C=N1)C)=O)CC)C1CCCC1 ((R)-2-(2-bromo-1H-imidazol-1-yl)-8-cyclopentyl-7-ethyl-5-methyl-7,8-dihydropteridin-6(5H)-one), C(=O)(O)[O-].[Na+] (NaHCO3), C(=O)([O-])[O-].[Na+].[Na+] (Na2CO3), O1CCC(=CC1)B1OC(C(O1)(C)C)(C)C (2-(3,6-dihydro-2H-pyran-4-yl)-4,4,5,5-tetramethyl-1,3,2-dioxaborolane). Run at temperature 110 celsius, time 8 hour. Reaction SMILES: Br[C:2]1[N:3]([C:7]2[N:16]=[CH:15][C:14]3[N:13]([CH3:17])[C:12](=[O:18])[C@@H:11]([CH2:19][CH3:20])[N:10]([CH:21]4[CH2:25][CH2:24][CH2:23][CH2:22]4)[C:9]=3[N:8]=2)[CH:4]=[CH:5][N:6]=1.C([O-])([O-])=O.[Na+].[Na+].[O:32]1[CH2:37][CH:36]=[C:35](B2OC(C)(C)C(C)(C)O2)[CH2:34][CH2:33]1.C([O-])(O)=O.[Na+]>O1CCOCC1.O.CO.CCOC(C)=O.C1C=CC(P(C2C=CC=CC=2)[C-]2C=CC=C2)=CC=1.C1C=CC(P(C2C=CC=CC=2)[C-]2C=CC=C2)=CC=1.Cl[Pd]Cl.[Fe+2]>[CH:21]1([N:10]2[C:9]3[N:8]=[C:7]([N:3]4[CH:4]=[CH:5][N:6]=[C:2]4[C:35]4[CH2:36][CH2:37][O:32][CH2:33][CH:34]=4)[N:16]=[CH:15][C:14]=3[N:13]([CH3:17])[C:12](=[O:18])[C@H:11]2[CH2:19][CH3:20])[CH2:25][CH2:24][CH2:23][CH2:22]1 |f:1.2.3,5.6,7.8.9,11.12.13.14|. The solvent is O1CCOCC1.O.CO (dioxane water MeOH), CCOC(=O)C (EtOAc). Product: C1(CCCC1)N1[C@@H](C(N(C=2C=NC(=NC12)N1C(=NC=C1)C=1CCOCC1)C)=O)CC ((R)-8-cyclopentyl-2-(2-(3,6-dihydro-2H-pyran-4-yl)-1H-imidazol-1-yl)-7-ethyl-5-methyl-7,8-dihydropteridin-6(5H)-one). The reactants are CCOC(C)=O, O=C1CC(OCc2ccccc2)CO1, CC(C)C[AlH]CC(C)C, Cc1ccccc1, CC(=O)OC(C)=O, CN(C)c1ccncc1, CCCCCC, [Cl-], ClCCl, [NH4+], c1ccncc1. Product: CC(=O)OC1CC(OCc2ccccc2)CO1. As a reaction SMILES: [C:64]([O:65][CH2:66][CH3:67])(=[O:68])[CH3:69].[CH2:1]([c:2]1[cH:3][cH:4][cH:5][cH:6][cH:7]1)[O:8][CH:9]1[CH2:10][C:11](=[O:14])[O:12][CH2:13]1.[CH3:15][CH:16]([CH2:17][AlH:18][CH2:19][CH:20]([CH3:21])[CH3:22])[CH3:23].[CH3:24][c:25]1[cH:26][cH:27][cH:28][cH:29][cH:30]1.[CH3:37][C:38](=[O:39])[O:40][C:41]([CH3:42])=[O:43].[CH3:49][N:50]([CH3:51])[c:52]1[cH:53][cH:54][n:55][cH:56][cH:57]1.[CH3:58][CH2:59][CH2:60][CH2:61][CH2:62][CH3:63].[Cl-:44].[Cl:46][CH2:47][Cl:48].[NH4+:45].[cH:31]1[cH:32][cH:33][n:34][cH:35][cH:36]1>>[CH2:1]([c:2]1[cH:3][cH:4][cH:5][cH:6][cH:7]1)[O:8][CH:9]1[CH2:10][CH:11]([O:14][C:38]([CH3:37])=[O:39])[O:12][CH2:13]1.